The task is: describe an organic reaction: reactants, conditions, products, and yield. This data is from the Open Reaction Database (ORD), a public repository of structured organic reaction records. Starting materials: [H-].[H-].[H-].[H-].[Li+].[Al+3] (LiAlH4), C1OC2(CCC(CC2)(C(=O)OC)C)OC1 (methyl 4,4-ethylenedioxy-1-methylcyclohexanecarboxylate), C(C)(=O)OCC (Ethyl acetate), O (water). Solvent: CCOCC (ether), CCOCC (ether). Yields the product C1OC2(CCC(CC2)(CO)C)OC1 (4,4-ethylenedioxy-1-methylcyclohexanemethanol). Yield: 89.8%. RXN SMILES: [CH2:1]1[CH2:15][O:14][C:3]2([CH2:8][CH2:7][C:6]([CH3:13])([C:9](OC)=[O:10])[CH2:5][CH2:4]2)[O:2]1.[H-].[H-].[H-].[H-].[Li+].[Al+3].C(OCC)(=O)C.O>CCOCC>[CH2:15]1[CH2:1][O:2][C:3]2([CH2:4][CH2:5][C:6]([CH3:13])([CH2:9][OH:10])[CH2:7][CH2:8]2)[O:14]1 |f:1.2.3.4.5.6|. Procedure details: The thus-obtained methyl 4,4-ethylenedioxy-1-methylcyclohexanecarboxylate (37.8 g) was dissolved in ether (100 ml), and the solution was added dropwise to a refluxing suspension of LiAlH4 (6.7 g) in ether (400 ml). After the addition, the mixture was stirred at room temperature for an hour and then cooled with ice. Ethyl acetate (20 ml) and then water (35 ml) were added dropwise cautiously thereto. The solid precipitate was filtered off, and the filtrate was distilled under reduced pressure to g... Reactants: C(C=CC1=CC=CC=C1)(=O)OC1=C(C=C(C=C1)[N+](=O)[O-])[N+](=O)[O-] (2,4-dinitrophenyl cinnamate), C (carbon black), Pt. Reagents/catalysts: [Fe] (iron). Solvent: O1CCOCC1 (1,4-dioxane). Run at temperature 60 celsius, time 20 hour. The product is C(C=CC1=CC=CC=C1)(=O)OC1=C(C=C(C=C1)N)N (2,4-diaminophenyl cinnamate). Yield: 100.0%. Reaction SMILES: [C:1]([O:11][C:12]1[CH:17]=[CH:16][C:15]([N+:18]([O-])=O)=[CH:14][C:13]=1[N+:21]([O-])=O)(=[O:10])[CH:2]=[CH:3][C:4]1[CH:9]=[CH:8][CH:7]=[CH:6][CH:5]=1.C>[Fe].O1CCOCC1>[C:1]([O:11][C:12]1[CH:17]=[CH:16][C:15]([NH2:18])=[CH:14][C:13]=1[NH2:21])(=[O:10])[CH:2]=[CH:3][C:4]1[CH:5]=[CH:6][CH:7]=[CH:8][CH:9]=1. Procedure: 62.8 g (200 milimole) of 2,4-dinitrophenyl cinnamate, 15 g of carbon black with 5% Pt and 2% iron (product with water content of about 50%), and 500 ml of 1,4-dioxane were placed in a reaction vessel (hydrogenating apparatus), and then the reaction mixtures were heated at 60° C. with stirring under a hydrogen atmosphere. In approximately 20 hours, 14.50 L of hydrogen was absorbed, and the reaction was completed when the absorption of hydrogen stopped. Then the reacted solution was separated by f... Product: CC(C)(C)OC(=O)Nc1ccc(Sc2ccc(C(=O)O)cc2Nc2ncnc3nc(C(C)(C)C)ccc23)cc1. Reaction SMILES: [CH2:43]1[O:44][CH2:45][CH2:46][CH2:47]1.[CH3:1][O:2][C:3]([c:4]1[cH:5][c:6]([NH:25][c:26]2[c:27]3[c:28]([n:29][cH:30][n:31]2)[n:32][c:33]([C:36]([CH3:37])([CH3:38])[CH3:39])[cH:34][cH:35]3)[c:7]([S:10][c:11]2[cH:12][cH:13][c:14]([NH:17][C:18](=[O:19])[O:20][C:21]([CH3:22])([CH3:23])[CH3:24])[cH:15][cH:16]2)[cH:8][cH:9]1)=[O:40].[CH3:48][OH:49].[Li+:42].[OH-:41]>>[O:2]=[C:3]([c:4]1[cH:5][c:6]([NH:25][c:26]2[c:27]3[c:28]([n:29][cH:30][n:31]2)[n:32][c:33]([C:36]([CH3:37])([CH3:38])[CH3:39])[cH:34][cH:35]3)[c:7]([S:10][c:11]2[cH:12][cH:13][c:14]([NH:17][C:18](=[O:19])[O:20][C:21]([CH3:22])([CH3:23])[CH3:24])[cH:15][cH:16]2)[cH:8][cH:9]1)[OH:40]. Reactants: C1CCOC1, COC(=O)c1ccc(Sc2ccc(NC(=O)OC(C)(C)C)cc2)c(Nc2ncnc3nc(C(C)(C)C)ccc23)c1, CO, [Li+], [OH-]. Reactants: FC(F)(F)c1ccc(I)c(CCBr)c1, CC1NC(=O)OC1c1cc(C(F)(F)F)cc(C(F)(F)F)c1, [H-], [Na+]. Product: CC1C(c2cc(C(F)(F)F)cc(C(F)(F)F)c2)OC(=O)N1Cc1cc(C(F)(F)F)ccc1I. RXN SMILES: [Br:24][CH2:25][CH2:26][c:27]1[c:28]([I:37])[cH:29][cH:30][c:31]([C:33]([F:34])([F:35])[F:36])[cH:32]1.[F:1][C:2]([c:3]1[cH:4][c:5]([CH:13]2[CH:14]([CH3:19])[NH:15][C:16](=[O:18])[O:17]2)[cH:6][c:7]([C:9]([F:10])([F:11])[F:12])[cH:8]1)([F:20])[F:21].[H-:23].[Na+:22]>>[F:1][C:2]([c:3]1[cH:4][c:5]([CH:13]2[CH:14]([CH3:19])[N:15]([CH2:26][c:27]3[c:28]([I:37])[cH:29][cH:30][c:31]([C:33]([F:34])([F:35])[F:36])[cH:32]3)[C:16](=[O:18])[O:17]2)[cH:6][c:7]([C:9]([F:10])([F:11])[F:12])[cH:8]1)([F:20])[F:21]. The reactants are COC(=O)CC(C)=O, [Li]CCCC, CCCCCC, O=CC=Cc1c(Cl)cc(Cl)cc1-c1ccc(F)cc1, [H-], [Na+], C1CCOC1. The product is COC(=O)CC(=O)CC(O)C=Cc1c(Cl)cc(Cl)cc1-c1ccc(F)cc1. Reaction SMILES: [C:1]([CH2:2][C:3](=[O:4])[CH3:5])(=[O:6])[O:7][CH3:8].[CH2:11]([Li:12])[CH2:13][CH2:14][CH3:15].[CH3:40][CH2:41][CH2:42][CH2:43][CH2:44][CH3:45].[Cl:16][c:17]1[c:18]([CH:19]=[CH:20][CH:21]=[O:22])[c:23](-[c:28]2[cH:29][cH:30][c:31]([F:34])[cH:32][cH:33]2)[cH:24][c:25]([Cl:27])[cH:26]1.[H-:9].[Na+:10].[O:35]1[CH2:36][CH2:37][CH2:38][CH2:39]1>>[C:1]([CH2:2][C:3](=[O:4])[CH2:5][CH:21]([CH:20]=[CH:19][c:18]1[c:17]([Cl:16])[cH:26][c:25]([Cl:27])[cH:24][c:23]1-[c:28]1[cH:29][cH:30][c:31]([F:34])[cH:32][cH:33]1)[OH:22])(=[O:6])[O:7][CH3:8]. Reactants: anhydride, Cl (HCl), NCC(=O)OCC (H-Gly-OEt), TEA, TEA, ClC(=O)OCC(C)C (isobutyl chloroformate), N1([C@H](C(=O)O)CCC1)C(=O)OC(C)(C)C (Boc-Pro-OH). Solvent: CCOCC (ether), C(Cl)(Cl)Cl (chloroform), C(Cl)Cl (CH2Cl2). Run at temperature 5 celsius, time 20 minute. Yields the product N1([C@H](C(=O)NCC(=O)OCC)CCC1)C(=O)OC(C)(C)C (Boc-Pro-Gly-OEt). RXN SMILES: [N:1]1([C:9]([O:11][C:12]([CH3:15])([CH3:14])[CH3:13])=[O:10])[CH2:8][CH2:7][CH2:6][C@H:2]1[C:3]([OH:5])=O.ClC(OCC(C)C)=O.Cl.[NH2:25][CH2:26][C:27]([O:29][CH2:30][CH3:31])=[O:28]>C(Cl)Cl.C(Cl)(Cl)Cl.CCOCC>[N:1]1([C:9]([O:11][C:12]([CH3:15])([CH3:14])[CH3:13])=[O:10])[CH2:8][CH2:7][CH2:6][C@H:2]1[C:3]([NH:25][CH2:26][C:27]([O:29][CH2:30][CH3:31])=[O:28])=[O:5]. Procedure details: 8.3 g (3.45 mmol) of Boc-Pro-OH were dissolved in 50 ml of CH2Cl2, cooled down to 5° C.; then, 38.45 mmol (5.38 ml) of TEA were added. The reaction mixture was cooled down to −25÷−30° C. At this temperature, 38.45 mmol (4.84 ml) of isobutyl chloroformate were added using a pipette. The reaction mixture temperature was kept in the range of −18÷−20° C. for 20 minutes. Simultaneously, a solution of 5.9 g (42.3 mmol) of 1.1-fold excess of HCl.H-Gly-OEt in 75 ml of chloroform, containing 5.92 ml of T...